This data is from the Open Reaction Database (ORD), a public repository of structured organic reaction records. The task is: describe an organic reaction: reactants, conditions, products, and yield Starting materials: ClC1=NC=CC(=N1)C1=C(N=C(S1)N1CCNCC1)C=1C(=C(C=CC1)NS(=O)(=O)C1=C(C=CC=C1F)F)F (N-{3-[5-(2-Chloro-4-pyrimidinyl)-2-(1-piperazinyl)-1,3-thiazol-4-yl]-2-fluorophenyl}-2,6-difluorobenzenesulfonamide), CS(=O)(=O)Cl (methanesulfonyl chloride). The solvent is C(Cl)Cl (DCM). Reaction conditions: time 3 hour. Yields the product ClC1=NC=CC(=N1)C1=C(N=C(S1)N1CCN(CC1)S(=O)(=O)C)C=1C(=C(C=CC1)NS(=O)(=O)C1=C(C=CC=C1F)F)F (N-(3-{5-(2-Chloro-4-pyrimidinyl)-2-[4-(methylsulfonyl)-1-piperazinyl]-1,3-thiazol-4-yl}-2-fluorophenyl)-2,6-difluorobenzenesulfonamide). Isolated yield 80.3%. RXN SMILES: [Cl:1][C:2]1[N:7]=[C:6]([C:8]2[S:12][C:11]([N:13]3[CH2:18][CH2:17][NH:16][CH2:15][CH2:14]3)=[N:10][C:9]=2[C:19]2[C:20]([F:37])=[C:21]([NH:25][S:26]([C:29]3[C:34]([F:35])=[CH:33][CH:32]=[CH:31][C:30]=3[F:36])(=[O:28])=[O:27])[CH:22]=[CH:23][CH:24]=2)[CH:5]=[CH:4][N:3]=1.[CH3:38][S:39](Cl)(=[O:41])=[O:40]>C(Cl)Cl>[Cl:1][C:2]1[N:7]=[C:6]([C:8]2[S:12][C:11]([N:13]3[CH2:18][CH2:17][N:16]([S:39]([CH3:38])(=[O:41])=[O:40])[CH2:15][CH2:14]3)=[N:10][C:9]=2[C:19]2[C:20]([F:37])=[C:21]([NH:25][S:26]([C:29]3[C:30]([F:36])=[CH:31][CH:32]=[CH:33][C:34]=3[F:35])(=[O:28])=[O:27])[CH:22]=[CH:23][CH:24]=2)[CH:5]=[CH:4][N:3]=1. Procedure details: N-{3-[5-(2-Chloro-4-pyrimidinyl)-2-(1-piperazinyl)-1,3-thiazol-4-yl]-2-fluorophenyl}-2,6-difluorobenzenesulfonamide (0.50 g, 0.734 mmol) in DCM (10 mL) was treated with methanesulfonyl chloride (0.074 mL, 0.954 mmol) and stirred at rt for 3 h. Silica was added and concentrated. The residue was column chromatographed with EtOAc/DCM to give title compound of Step C (0.38 g, 96% yield). 1H NMR (400 MHz, DMSO-d6) δ ppm 10.93 (s, 1H), 8.32 (d, J=5.5 Hz, 1H), 7.64-7.74 (m, 1H), 7.42-7.50 (m, 1H), 7.39... Reactants: [Mg] (Magnesium), C1C(CC2=CC=CC=C12)=O (2-indanone), Cl (HCl), C[Si](C=1C=C(C=C(C1)[Si](C)(C)C)Br)(C)C (3,5-bis(trimethylsilyl)bromobenzene), [Mg] (magnesium), S(O)(O)(=O)=O (sulfuric acid). Run in C(C)(=O)O (acetic acid), CCOCC (ether), C1CCOC1 (THF), C1CCOC1 (THF), C1CCOC1 (THF), C(C)(=O)O (acetic acid). Run at temperature 20 celsius, time 8 hour. Yields the product C[Si](C=1C=C(C=C(C1)[Si](C)(C)C)C=1CC2=CC=CC=C2C1)(C)C (2-(3,5-Bis(Trimethylsilyl)phenyl)indene). The yield is 23.7%. As a reaction SMILES: [Mg].[CH3:2][Si:3]([CH3:16])([CH3:15])[C:4]1[CH:5]=[C:6](Br)[CH:7]=[C:8]([Si:10]([CH3:13])([CH3:12])[CH3:11])[CH:9]=1.[CH2:17]1[C:25]2[C:20](=[CH:21][CH:22]=[CH:23][CH:24]=2)[CH2:19][C:18]1=O.Cl.S(=O)(=O)(O)O>CCOCC.C(O)(=O)C.C1COCC1>[CH3:2][Si:3]([CH3:16])([CH3:15])[C:4]1[CH:5]=[C:6]([C:18]2[CH2:17][C:25]3[C:20]([CH:19]=2)=[CH:21][CH:22]=[CH:23][CH:24]=3)[CH:7]=[C:8]([Si:10]([CH3:13])([CH3:12])[CH3:11])[CH:9]=1. Reported procedure: Magnesium turnings (6.8 g, 0.28 mol) and anhydrous THF (100 mL) were placed in a three-necked flack under argon. A solution of 3,5-bis(trimethylsilyl)bromobenzene (85.2 g, 0.28 mol) in of THF (100 mL) was added incrementally to the THF and magnesium mixture keeping the temperature near reflux. The Grignard reaction started immediately after the addition of the first increment. The remaining solution was added over a one hour period. The resulting slurry was refluxed for an additional 30 minutes....